From a dataset of the Open Reaction Database (ORD), a public repository of structured organic reaction records. describe an organic reaction: reactants, conditions, products, and yield The reactants are CC1=CC=NC=2NC(C=3N(C21)C=CC3)=O (1-methylpyrido[2,3-e]pyrrolo[1,2-a]pyrazin-6(5H)-one), [H-].[Na+] (NaH), COC(CBr)=O (Methylbromoacetate). Solvent: CN(C)C=O (DMF). Run at time 1 hour. Product: CC1=CC=NC=2N(C(C=3N(C21)C=CC3)=O)CC(=O)OC (Methyl 2-(1-methyl-6-oxopyrido[2,3-e]pyrrolo[1,2-a]pyrazin-5(6H)-yl)acetate). Reaction SMILES: [CH3:1][C:2]1[C:11]2[N:10]3[CH:12]=[CH:13][CH:14]=[C:9]3[C:8](=[O:15])[NH:7][C:6]=2[N:5]=[CH:4][CH:3]=1.[H-].[Na+].[CH3:18][O:19][C:20](=[O:23])[CH2:21]Br>CN(C=O)C>[CH3:1][C:2]1[C:11]2[N:10]3[CH:12]=[CH:13][CH:14]=[C:9]3[C:8](=[O:15])[N:7]([CH2:21][C:20]([O:19][CH3:18])=[O:23])[C:6]=2[N:5]=[CH:4][CH:3]=1 |f:1.2|. Reported procedure: To a solution of 1-methylpyrido[2,3-e]pyrrolo[1,2-a]pyrazin-6(5H)-one (50 mg, 0.25 mmol) in 2 mL of DMF, was added NaH (60%, 11 mg, 0.28 mmol). The mixture was stirred at room temperature for 1 hour. Methylbromoacetate (26 mL, 0.28 mmol) was added. The mixture was stirred for 16 hours. Solvents were removed under vacuum and the residue was purified by silica gel flash chromatography. (DCM/MeOH=1:10, Rf=0.5) to afford 37 mg (54%) light yellow solid. 1H NMR (400 MHz, CDCl3) δ 8.15 (d, J=4.9 Hz, 1H... Starting materials: OC1=C(C(=O)O)C=CC(=C1)C (2-hydroxy-4-methylbenzoic acid), C(=O)([O-])[O-].[K+].[K+] (K2CO3), CC(=O)C (acetone), C(C)I (ethyl iodide). Conditions: time 3 day. The product is C(C)OC1=C(C(=O)OCC)C=CC(=C1)C (ethyl 2-ethoxy-4-methylbenzoate). Isolated yield 85.0%. RXN SMILES: [OH:1][C:2]1[CH:10]=[C:9]([CH3:11])[CH:8]=[CH:7][C:3]=1[C:4]([OH:6])=[O:5].C([O-])([O-])=O.[K+].[K+].[CH2:18](I)[CH3:19].[CH3:21][C:22](C)=O>>[CH2:21]([O:1][C:2]1[CH:10]=[C:9]([CH3:11])[CH:8]=[CH:7][C:3]=1[C:4]([O:6][CH2:18][CH3:19])=[O:5])[CH3:22] |f:1.2.3|. Procedure details: To a mixture of 2-hydroxy-4-methylbenzoic acid (5.0 g, 32.9 mmol), K2CO3 (18.9 g, 136.6 mmol) and acetone (50 mL) was added ethyl iodide (41.0 g, 263.2 mmol). The mixture was stirred at room temperature for 3 days. After filtration, the organic layer was concentrated to afford ethyl 2-ethoxy-4-methylbenzoate as colorless oil (5.7 g, 85%), which was used directly for next step. Reactants: [Cl-].BrC1=C(SC(=C1Br)C)C[P+](C1=CC=CC=C1)(C1=CC=CC=C1)C1=CC=CC=C1 ((3,4-Dibromo-5-methyl-2-thenyl)triphenyl phosphonium chloride), ClCC=1SC(=C(C1Br)Br)C (2-chloromethyl-3,4-dibromo-5-methyl-thiophene), C1(=CC=CC=C1)P(C1=CC=CC=C1)C1=CC=CC=C1 (triphenyl phosphine). Yields the product [Cl-].BrC1=C(SC(=C1Br)C)[P+](C1=CC=CC=C1)(C1=CC=CC=C1)C1=CC=CC=C1 ((3,4-dibromo-5-methyl-2-thienyl)triphenyl phosphonium chloride). RXN SMILES: [Cl-].BrC1C(Br)=C(C)SC=1C[P+:11]([C:24]1[CH:29]=[CH:28][CH:27]=[CH:26][CH:25]=1)([C:18]1[CH:23]=[CH:22][CH:21]=[CH:20][CH:19]=1)[C:12]1[CH:17]=[CH:16][CH:15]=[CH:14][CH:13]=1.[Cl:30][CH2:31][C:32]1[S:33][C:34](C)=[C:35]([Br:38])[C:36]=1[Br:37].C1(P(C2C=CC=CC=2)C2C=CC=CC=2)C=CC=CC=1>>[Cl-:30].[Br:38][C:35]1[C:36]([Br:37])=[C:32]([CH3:31])[S:33][C:34]=1[P+:11]([C:12]1[CH:17]=[CH:16][CH:15]=[CH:14][CH:13]=1)([C:24]1[CH:29]=[CH:28][CH:27]=[CH:26][CH:25]=1)[C:18]1[CH:23]=[CH:22][CH:21]=[CH:20][CH:19]=1 |f:0.1,4.5|. Reported procedure: (3,4-Dibromo-5-methyl-2-thenyl)triphenyl phosphonium chloride can be prepared in a manner analogous to that described in Example 13 by reaction of 2-chloromethyl-3,4-dibromo-5-methyl-thiophene with triphenyl phosphine, m.p. 215°-216° C. The reactants are C1C(CCC2CCCCC12)=O (Octahydro-naphthalen-2-one), C(C)(=O)O (acetic acid), C(#N)[BH3-] (cyanoborohydride), COC(=O)CN1C(C2(CCNCC2)C2=CC=CC=C12)=O (1-(Methoxycarbonylmethyl)-spiro[indoline-3,4′-piperidin]-2-one). Procedure: 1-(Methoxycarbonylmethyl)-spiro[indoline-3,4′-piperidin]-2-one (0.013 g, 0.049 mmol) was dissolved in dry THF (1.0 mL) and dry 1,2-dichloroethane (0.3 mL). Octahydro-naphthalen-2-one (0.008 g, 0.054 mmol), glacial acetic acid (0.003 g, 0.049 mmol), MP-cyanoborohydride (Polymer support from Argonaut) (0.043 g, 0.099 mmol) were added and the reaction mixture was stirred at room temperature for 18 hrs. The mixture was then filtered, the resin washed with dichloromethane and the solvent evaporated i... Product: CC(=O)OCN1C(C2(CCNCC2)C2=CC(=CC=C12)C1CC2CCCCC2CC1)=O (1-(methylcarbonyloxy-methyl)-5-(2-decahydronaphthyl)-spiro[indoline-3,4′-piperidin]-2-one). Solvent: C1CCOC1 (THF), ClCCCl (1,2-dichloroethane). RXN SMILES: COC([CH2:5][N:6]1[C:19]2[C:14](=[CH:15][CH:16]=[CH:17][CH:18]=2)[C:8]2([CH2:13][CH2:12][NH:11][CH2:10][CH2:9]2)[C:7]1=[O:20])=O.[CH2:21]1[CH:30]2[CH:25]([CH2:26][CH2:27][CH2:28][CH2:29]2)[CH2:24][CH2:23][C:22]1=O.[C:32]([OH:35])(=[O:34])[CH3:33].C([BH3-])#N>C1COCC1.ClCCCl>[CH3:33][C:32]([O:35][CH2:5][N:6]1[C:19]2[C:14](=[CH:15][C:16]([CH:22]3[CH2:23][CH2:24][CH:25]4[CH:30]([CH2:29][CH2:28][CH2:27][CH2:26]4)[CH2:21]3)=[CH:17][CH:18]=2)[C:8]2([CH2:9][CH2:10][NH:11][CH2:12][CH2:13]2)[C:7]1=[O:20])=[O:34]. Reaction conditions: time 18 hour. Reactants: NC=1C=C(C=CC1)S (3-aminothiophenol), [OH-].[Na+] (NaOH), BrCC1=CC=CC=C1 (α-bromotoluene). The yield is 95.2%. RXN SMILES: [NH2:1][C:2]1[CH:3]=[C:4]([SH:8])[CH:5]=[CH:6][CH:7]=1.[OH-].[Na+].Br[CH2:12][C:13]1[CH:18]=[CH:17][CH:16]=[CH:15][CH:14]=1>O1CCOCC1>[CH2:12]([S:8][C:4]1[CH:3]=[C:2]([CH:7]=[CH:6][CH:5]=1)[NH2:1])[C:13]1[CH:18]=[CH:17][CH:16]=[CH:15][CH:14]=1 |f:1.2|. Product: C(C1=CC=CC=C1)SC=1C=C(N)C=CC1 (m-benzylthioaniline). The solvent is O1CCOCC1 (1,4-dioxane). Conditions: time 2 hour. Procedure: To a stirring suspension of 25 grams (0.20 mole; M.W. 125.19) of 3-aminothiophenol in 200 ml. of 5N NaOH was added dropwise a solution of 34.2 grams of α-bromotoluene (0.20 mole; M.W. 171.04) dissolved in 100 ml. of 1,4-dioxane. The addition required about 30 minutes. The reaction mixture was stirred at room temperature for 2 hours and then extracted with two 500 ml. portions of ethyl ether. The extracts were combined, dried over Na2SO4, and evaporated to yield 41.0 grams of m-benzylthioaniline. Run at temperature 23 celsius, time 18 hour. Reaction SMILES: [CH2:1]([O:3][C:4]1[C:15]2[CH2:14][CH2:13][CH2:12][C:11]=2[N:10]2[C:6](=[N:7][C:8]([CH:16]=[O:17])=[CH:9]2)[N:5]=1)[CH3:2].[Br-].[Mg+2].[Br-].[N+:21]([C:24]1[CH:42]=[CH:41][C:27]([CH2:28][O:29][C:30]([C:32]2[N:33]3[CH:36]([S:37][CH:38]=2)[CH:35]([Br:39])[C:34]3=[O:40])=[O:31])=[CH:26][CH:25]=1)([O-:23])=[O:22].[C:43](OC(=O)C)(=[O:45])[CH3:44]>C(OCC)(=O)C.C(N(CC)CC)C.C1COCC1.C(#N)C>[N+:21]([C:24]1[CH:42]=[CH:41][C:27]([CH2:28][O:29][C:30]([C:32]2[N:33]3[CH:36]([S:37][CH:38]=2)[C:35]([CH:16]([O:17][C:43](=[O:45])[CH3:44])[C:8]2[N:7]=[C:6]4[N:10]([C:11]5[CH2:12][CH2:13][CH2:14][C:15]=5[C:4]([O:3][CH2:1][CH3:2])=[N:5]4)[CH:9]=2)([Br:39])[C:34]3=[O:40])=[O:31])=[CH:26][CH:25]=1)([O-:23])=[O:22] |f:1.2.3|. The reactants are C(C)OC1=NC2=NC(=CN2C=2CCCC12)C=O (5-ethoxy-7,8-dihydro-6H-3,4,8b-triaza-as-indacene-2-carbaldehyde), [Br-].[Mg+2].[Br-] (magnesium bromide), C(C)(=O)OC(C)=O (acetic anhydride), [N+](=O)([O-])C1=CC=C(COC(=O)C=2N3C(C(C3SC2)Br)=O)C=C1 (6-Bromo-7-oxo-4-thia-1-aza-bicyclo[3.2.0]hept-2-ene-2-carboxylic acid 4-nitro-benzyl ester). Procedure: A 30 ml acetonitrile solution of 5-ethoxy-7,8-dihydro-6H-3,4,8b-triaza-as-indacene-2-carbaldehyde (693 mg, 3 mmol) was added 1.03 gram of magnesium bromide etherate. The mixture was stirred at 23° C. for half an hour. Then a 30 ml dry THF solution of the 6-Bromo-7-oxo-4-thia-1-aza-bicyclo[3.2.0]hept-2-ene-2-carboxylic acid 4-nitro-benzyl ester (1.155 gram, 1 eq.) was injected within a minute and the reaction mixture was then cooled to −20° C. Triethylamine (0.7 ml, eq.) was then injected and the... Run in C(C)#N (acetonitrile), C1CCOC1 (THF), C(C)(=O)OCC (ethyl acetate), C(C)N(CC)CC (Triethylamine). The product is [N+](=O)([O-])C1=CC=C(COC(=O)C=2N3C(C(C3SC2)(Br)C(C2=CN3C=4CCCC4C(=NC3=N2)OCC)OC(C)=O)=O)C=C1 (6-[acetoxy-(5-ethoxy-7,8-dihydro-6H-3,4,8b-triaza-as-indacen-2-yl)-methyl]-6-bromo-7-oxo-4-thia-1-aza-bicyclo[3.2.0]hept-2-ene-2-carboxylic acid 4-nitro-benzyl ester). Yields the product C(C)OC(=O)C1=NC=2C(=NC(=NC2NC1=O)SCC1=C(C(=CC=C1)F)F)N (4-Amino-2-[[(2,3-difluorophenyl)methyl]thio]-7,8-dihydro-7-oxo-6-pteridinecarboxylic acid ethyl ester). Starting materials: FC1=C(C=CC=C1F)CSC1=NC(=C(C(=N1)N)N=O)N (2-[[(2,3-Difluorophenyl)methyl]thio]-5-nitroso-4,6-pyrimidinediamine), C(CC(=O)OCC)(=O)OCC (diethyl malonate). Procedure: The product of Example 2, step (b) (5 g) was dissolved in diethyl malonate (100 ml) and heated to 120° C. for 10 hr, with stirring. The reaction mixture was allowed to cool and the solid that precipitated was filtered, washed with water and dried in the oven at 50° C. to yield the product as a yellow solid (3.2 g). As a reaction SMILES: [F:1][C:2]1[C:7]([F:8])=[CH:6][CH:5]=[CH:4][C:3]=1[CH2:9][S:10][C:11]1[N:16]=[C:15]([NH2:17])[C:14]([N:18]=O)=[C:13]([NH2:20])[N:12]=1.[C:21](OCC)(=[O:28])[CH2:22][C:23]([O:25][CH2:26][CH3:27])=[O:24]>>[CH2:26]([O:25][C:23]([C:22]1[C:21](=[O:28])[NH:17][C:15]2[N:16]=[C:11]([S:10][CH2:9][C:3]3[CH:4]=[CH:5][CH:6]=[C:7]([F:8])[C:2]=3[F:1])[N:12]=[C:13]([NH2:20])[C:14]=2[N:18]=1)=[O:24])[CH3:27]. Reaction conditions: temperature 120 celsius.